This data is from the Open Reaction Database (ORD), a public repository of structured organic reaction records. The task is: describe an organic reaction: reactants, conditions, products, and yield Reactants: CCCCCCCCO, C=COC(C)=O, Cc1ccccc1, C=COCCCCCCCC, [Na+], [Na+], O=C([O-])[O-]. Yields the product CCCCCCCCOC(C)=O. RXN SMILES: [CH2:7]([CH2:8][CH2:9][CH2:10][CH2:11][CH2:12][CH2:13][CH3:14])[OH:15].[CH3:16][C:17](=[O:18])[O:19][CH:20]=[CH2:21].[CH3:33][c:34]1[cH:35][cH:36][cH:37][cH:38][cH:39]1.[CH:22]([O:23][CH2:24][CH2:25][CH2:26][CH2:27][CH2:28][CH2:29][CH2:30][CH3:31])=[CH2:32].[Na+:1].[Na+:2].[O-:3][C:4](=[O:5])[O-:6]>>[CH2:7]([CH2:8][CH2:9][CH2:10][CH2:11][CH2:12][CH2:13][CH3:14])[O:15][C:17]([CH3:16])=[O:18]. Starting materials: FC(C(=O)O)(F)F.FC1=CC=C(C=C1)C1=CC=C(C=N1)NCC(=O)O ([6-(4-fluoro-phenyl)-pyridin-3-ylamino]-acetic acid trifluoroacetic acid salt), N1CCCC1 (pyrrolidine). Product: FC(C(=O)O)(F)F.FC1=CC=C(C=C1)C1=CC=C(C=N1)NCC(=O)N1CCCC1 (2-[6-(4-Fluoro-phenyl)-pyridin-3-ylamino]-1-(pyrrolidin-1-yl)-ethanone trifluoroacetic acid salt). Reaction SMILES: [F:1][C:2]([F:7])([F:6])[C:3]([OH:5])=[O:4].[F:8][C:9]1[CH:14]=[CH:13][C:12]([C:15]2[N:20]=[CH:19][C:18]([NH:21][CH2:22][C:23]([OH:25])=O)=[CH:17][CH:16]=2)=[CH:11][CH:10]=1.[NH:26]1[CH2:30][CH2:29][CH2:28][CH2:27]1>>[F:1][C:2]([F:7])([F:6])[C:3]([OH:5])=[O:4].[F:8][C:9]1[CH:10]=[CH:11][C:12]([C:15]2[N:20]=[CH:19][C:18]([NH:21][CH2:22][C:23]([N:26]3[CH2:30][CH2:29][CH2:28][CH2:27]3)=[O:25])=[CH:17][CH:16]=2)=[CH:13][CH:14]=1 |f:0.1,3.4|. Reported procedure: The title compound was prepared analogously as described in Example 30(d) from 98 mg (0.27 mmol) of [6-(4-fluoro-phenyl)-pyridin-3-ylamino]-acetic acid trifluoroacetic acid salt and 38.7 mg (0.54 mmol) pyrrolidine. Yield: 4 mg. Starting materials: CC#N, FC(F)(F)Oc1ccc(N=C=S)cc1, CN(C)CCN1C(=O)c2cccc3cc4cccc(N)c4c(c23)C1=O. The product is CN(C)CCN1C(=O)c2cccc3cc4cccc(NC(=S)Nc5ccc(OC(F)(F)F)cc5)c4c(c23)C1=O. Reaction SMILES: [CH3:40][C:41]#[N:42].[F:26][C:27]([O:28][c:29]1[cH:30][cH:31][c:32]([N:35]=[C:36]=[S:37])[cH:33][cH:34]1)([F:38])[F:39].[NH2:1][c:2]1[cH:3][cH:4][cH:5][c:6]2[cH:7][c:8]3[c:9]4[c:10]([cH:23][cH:24][cH:25]3)[C:11](=[O:22])[N:12]([CH2:17][CH2:18][N:19]([CH3:20])[CH3:21])[C:13](=[O:16])[c:14]4[c:15]12>>[NH:1]([c:2]1[cH:3][cH:4][cH:5][c:6]2[cH:7][c:8]3[c:9]4[c:10]([cH:23][cH:24][cH:25]3)[C:11](=[O:22])[N:12]([CH2:17][CH2:18][N:19]([CH3:20])[CH3:21])[C:13](=[O:16])[c:14]4[c:15]12)[C:36]([NH:35][c:32]1[cH:31][cH:30][c:29]([O:28][C:27]([F:26])([F:38])[F:39])[cH:34][cH:33]1)=[S:37]. The reactants are BrB(Br)Br, CCc1cc2cc(OC)ccc2c(Oc2ccc(C=CC(=O)O)cc2)c1-c1ccccc1, ClCCl, O. Product: CCc1cc2cc(O)ccc2c(Oc2ccc(C=CC(=O)O)cc2)c1-c1ccccc1. RXN SMILES: [B:36]([Br:37])([Br:38])[Br:39].[CH2:1]([CH3:2])[c:3]1[c:4](-[c:27]2[cH:28][cH:29][cH:30][cH:31][cH:32]2)[c:5]([O:15][c:16]2[cH:17][cH:18][c:19]([CH:22]=[CH:23][C:24](=[O:25])[OH:26])[cH:20][cH:21]2)[c:6]2[cH:7][cH:8][c:9]([O:13][CH3:14])[cH:10][c:11]2[cH:12]1.[Cl:33][CH2:34][Cl:35].[OH2:40]>>[CH2:1]([CH3:2])[c:3]1[c:4](-[c:27]2[cH:28][cH:29][cH:30][cH:31][cH:32]2)[c:5]([O:15][c:16]2[cH:17][cH:18][c:19]([CH:22]=[CH:23][C:24](=[O:25])[OH:26])[cH:20][cH:21]2)[c:6]2[cH:7][cH:8][c:9]([OH:13])[cH:10][c:11]2[cH:12]1.